Dataset: the Open Reaction Database (ORD), a public repository of structured organic reaction records. Task: describe an organic reaction: reactants, conditions, products, and yield Reactants: C[Si](CCC(F)(F)F)(C#CCOC1OCCCC1)C (Dimethyl-[3-(tetrahydropyran-2-yloxy)-prop-1-ynyl]-(3,3,3,-trifluoropropyl)silane), C([O-])([O-])=O (carbonate), [H][H] (hydrogen). The reagents and catalysts are [OH-].[OH-].[Pd+2] (palladium hydroxide on charcoal). Solvent: C(C)(=O)OCC (ethyl acetate), C(C)O (ethanol). Yields the product C[Si](CCC(F)(F)F)(CCCOC1OCCCC1)C (Dimethyl-[3-(tetrahydropyran-2-yloxy)-propyl]-(3,3,3-trifluoropropyl)-silane). Reaction SMILES: [CH3:1][Si:2]([CH3:19])([C:9]#[C:10][CH2:11][O:12][CH:13]1[CH2:18][CH2:17][CH2:16][CH2:15][O:14]1)[CH2:3][CH2:4][C:5]([F:8])([F:7])[F:6].C(=O)([O-])[O-].[H][H]>C(OCC)(=O)C.C(O)C.[OH-].[OH-].[Pd+2]>[CH3:19][Si:2]([CH3:1])([CH2:9][CH2:10][CH2:11][O:12][CH:13]1[CH2:18][CH2:17][CH2:16][CH2:15][O:14]1)[CH2:3][CH2:4][C:5]([F:6])([F:7])[F:8] |f:5.6.7|. Procedure details: A suspension of compound 3 (5.00 g, 20.00 mmol) palladium hydroxide on charcoal (0.68 g, 0.21 mmol) in ethyl acetate and ethanol (100 ml, 9:1) and sodiumhydrohen carbonate (0.165 g, 1.96 mmol) were stirred at room temperature and a pressure of 100 pounds inch-2 under hydrogen for 24. The reaction mixture was filtered and the solvent removed in vacuo to yield a colorless oil. The crude product was purified by column chromatography [silica gel, eluted with hexane/ethyl acetate (4:1), Rf: 0.58] to ... Reactants: COC(C1=C(C=C(C=C1)Br)/N=C/1\C(=NSS1)Cl)=O ((E)-methyl-4-bromo-2-(4-chloro-5H-1,2,3-dithiazol-5-ylideneamino)benzoate), CC(CN)(CN)C (2,2-dimethylpropane-1,3-diamine). Solvent: C1CCOC1 (THF). Reaction conditions: time 2 hour. The product is BrC1=CC=C2C(N3C(=NC2=C1)NCC(C3)(C)C)=O (9-bromo-3,3-dimethyl-3,4-dihydro-1H-pyrimido[2,1-b]quinazolin-6(2H)-one). The yield is 96.1%. As a reaction SMILES: CO[C:3](=[O:18])[C:4]1[CH:9]=[CH:8][C:7]([Br:10])=[CH:6][C:5]=1/[N:11]=[C:12]1\C(Cl)=NSS\1.[CH3:19][C:20]([CH3:25])([CH2:23][NH2:24])[CH2:21][NH2:22]>C1COCC1>[Br:10][C:7]1[CH:6]=[C:5]2[C:4]([C:3](=[O:18])[N:22]3[CH2:21][C:20]([CH3:25])([CH3:19])[CH2:23][NH:24][C:12]3=[N:11]2)=[CH:9][CH:8]=1. Procedure: A mixture of (E)-methyl-4-bromo-2-(4-chloro-5H-1,2,3-dithiazol-5-ylideneamino)benzoate (0.1 g, 0.27 mmol) and 2,2-dimethylpropane-1,3-diamine (28 mg, 0.27 mmol) in dry THF was stirred for 2 h at room temperature, then the solvent was evaporated to give the crude product, which was purified by column chromatography to give 80 mg of the title compound. MS (ESI): 308, 310 (MH+).